From a dataset of the Open Reaction Database (ORD), a public repository of structured organic reaction records. describe an organic reaction: reactants, conditions, products, and yield Starting materials: [Mg+2].[Cl-].[Cl-] (MgCl2), C(=O)(C(=O)O)CC(=O)[O-] (oxaloacetate), N1C=C(C2=CC=CC=C12)CC(C(=O)[O-])=O (indole-3-pyruvate), N[C@@H](CC(=O)O)C(=O)O (L-aspartic acid), tris-hydroxymethylaminomethane hydrochloride. Run at time 2 hour. Product: N[C@@H](CC1=CNC2=CC=CC=C12)C(=O)O (L-tryptophan), C(C(=O)C)(=O)O (pyruvic acid). RXN SMILES: [NH:1]1[C:9]2[C:4](=[CH:5][CH:6]=[CH:7][CH:8]=2)[C:3]([CH2:10][C:11](=O)[C:12]([O-:14])=[O:13])=[CH:2]1.[NH2:16][C@H](C(O)=O)CC(O)=O.[Mg+2].[Cl-].[Cl-].[C:28]([CH2:33]C([O-])=O)([C:30]([OH:32])=[O:31])=[O:29]>>[NH2:16][C@H:11]([C:12]([OH:14])=[O:13])[CH2:10][C:3]1[C:4]2[C:9](=[CH:8][CH:7]=[CH:6][CH:5]=2)[NH:1][CH:2]=1.[C:30]([OH:32])(=[O:31])[C:28]([CH3:33])=[O:29] |f:2.3.4|. Procedure details: A solution of indole-3-pyruvate, 20 mM; L-aspartic acid 20 mM; MgCl2, 1.5 mM; transaminase, 0.3 mg/ml; oxaloacetate decarboxylase, 0.3 mg/ml buffered to pH 7.0 with 5 mM tris-hydroxymethylaminomethane hydrochloride (Tris) was stirred slowly for 2 hours. At the end of this time the reaction is complete. The L-tryptophan and pyruvic acid produced can be purified by methods well known in the art. Reactants: CC(=O)[O-], CC(=O)[O-], COc1ccc(CN(Cc2ccc(OC)cc2)c2ncc(B3OC(C)(C)C(C)(C)O3)cn2)cc1, CN(C)C=O, Clc1nc(N2CCOCC2)nc2c1CCN2c1ccncc1, [K+], [K+], [K+], O=P([O-])([O-])[O-], [Pd+2]. Yields the product COc1ccc(CN(Cc2ccc(OC)cc2)c2ncc(-c3nc(N4CCOCC4)nc4c3CCN4c3ccncc3)cn2)cc1. As a reaction SMILES: [C:65]([O-:66])(=[O:67])[CH3:68].[C:70]([O-:71])(=[O:72])[CH3:73].[CH3:23][O:24][c:25]1[cH:26][cH:27][c:28]([CH2:29][N:30]([c:31]2[n:32][cH:33][c:34]([B:37]3[O:38][C:39]([CH3:40])([CH3:41])[C:42]([CH3:43])([CH3:44])[O:45]3)[cH:35][n:36]2)[CH2:46][c:47]2[cH:48][cH:49][c:50]([O:53][CH3:54])[cH:51][cH:52]2)[cH:55][cH:56]1.[CH3:74][N:75]([CH3:76])[CH:77]=[O:78].[Cl:1][c:2]1[c:3]2[c:4]([n:5][c:6]([N:8]3[CH2:9][CH2:10][O:11][CH2:12][CH2:13]3)[n:7]1)[N:14]([c:17]1[cH:18][cH:19][n:20][cH:21][cH:22]1)[CH2:15][CH2:16]2.[K+:62].[K+:63].[K+:64].[P:57]([O-:58])([O-:59])([O-:60])=[O:61].[Pd+2:69]>>[c:2]1(-[c:34]2[cH:33][n:32][c:31]([N:30]([CH2:29][c:28]3[cH:27][cH:26][c:25]([O:24][CH3:23])[cH:56][cH:55]3)[CH2:46][c:47]3[cH:48][cH:49][c:50]([O:53][CH3:54])[cH:51][cH:52]3)[n:36][cH:35]2)[c:3]2[c:4]([n:5][c:6]([N:8]3[CH2:9][CH2:10][O:11][CH2:12][CH2:13]3)[n:7]1)[N:14]([c:17]1[cH:18][cH:19][n:20][cH:21][cH:22]1)[CH2:15][CH2:16]2. Reaction SMILES: [NH:1]1[CH:5]=[C:4]([C:6]([O:8][CH2:9][CH3:10])=[O:7])[CH:3]=[N:2]1.Cl[C:12]1[NH:21][C:20](=[O:22])[C:19]2[C:14](=[CH:15][CH:16]=[C:17]([N+:23]([O-:25])=[O:24])[CH:18]=2)[N:13]=1>>[CH2:9]([O:8][C:6]([C:4]1[CH:5]=[N:1][N:2]([C:12]2[NH:21][C:20](=[O:22])[C:19]3[C:14](=[CH:15][CH:16]=[C:17]([N+:23]([O-:25])=[O:24])[CH:18]=3)[N:13]=2)[CH:3]=1)=[O:7])[CH3:10]. Reaction conditions: temperature 130 celsius, time 18 hour. Reactants: N1N=CC(=C1)C(=O)OCC (Ethyl pyrazole-4-carboxylate), ClC1=NC2=CC=C(C=C2C(N1)=O)[N+](=O)[O-] (2-chloro-6-nitro-3H-quinazolin-4-one). Run in xylenes. The product is C(C)OC(=O)C=1C=NN(C1)C1=NC2=CC=C(C=C2C(N1)=O)[N+](=O)[O-] (1-(6-nitro-4-oxo-3,4-dihydro-quinazolin-2-yl)-1H-pyrazole-4-carboxylic acid ethyl ester). Procedure: Ethyl pyrazole-4-carboxylate (1.83 g, 13.1 mmol) was added to a suspension of 2-chloro-6-nitro-3H-quinazolin-4-one (2.95 g, 13.1 mmol) in xylenes (52 mL). The reaction mixture was heated to 130° C. for 1 h, allowed to cool, and stirred at room temperature for 18 h. The precipitate was collected and rinsed with ether (20 mL) to yield the titled compound (4.22 g, 98%). MS (ESI/Cl): mass calcd. for C14H11N5O5, 329.1; m/z found, 330.1 [M+H]+. Isolated yield 97.8%. The reactants are CC(=O)Cl, CO, NS(=O)(=O)c1cc2c(cc1Cl)NC(Cc1ccc(OC3CNC(C(=O)O)C3)cc1)NS2(=O)=O, O=C([O-])C(F)(F)F, O=S(Cl)Cl. Product: Cl, NS(=O)(=O)c1cc2c(cc1Cl)NC(Cc1ccc(OC3CNC(C(=O)O)C3)cc1)NS2(=O)=O. As a reaction SMILES: [CH3:1][C:2]([Cl:3])=[O:4].[CH3:49][OH:50].[NH2:5][S:6](=[O:7])(=[O:8])[c:9]1[cH:10][c:11]2[c:12]([cH:35][c:36]1[Cl:37])[NH:13][CH:14]([CH2:19][c:20]1[cH:21][cH:22][c:23]([O:24][CH:25]3[CH2:26][CH:27]([C:30](=[O:31])[OH:32])[NH:28][CH2:29]3)[cH:33][cH:34]1)[NH:15][S:16]2(=[O:17])=[O:18].[O-:38][C:39]([C:40]([F:41])([F:42])[F:43])=[O:44].[S:45]([Cl:46])([Cl:47])=[O:48]>>[ClH:3].[NH2:5][S:6](=[O:7])(=[O:8])[c:9]1[cH:10][c:11]2[c:12]([cH:35][c:36]1[Cl:37])[NH:13][CH:14]([CH2:19][c:20]1[cH:21][cH:22][c:23]([O:24][CH:25]3[CH2:26][CH:27]([C:30](=[O:31])[OH:32])[NH:28][CH2:29]3)[cH:33][cH:34]1)[NH:15][S:16]2(=[O:17])=[O:18]. Reactants: O[C@]1(C(CO)=O)CC[C@H]2[C@@H]3CCC4=CC(CC[C@]4(C)[C@H]3CC[C@]12C)=O (17α,21-dihydroxy-pregna-4-ene-3,20-dione), C(CCC)(=O)OCC(F)(F)F (trifluoroethyl butanoate), C(C)C(=O)C (methyl ethyl ketone). The product is O[C@]1(C(CC(CCC)=O)=O)CC[C@H]2[C@@H]3CCC4=CC(CC[C@]4(C)[C@H]3CC[C@]12C)=O (17α-hydroxy-21-butanoyl-pregna-4-ene-3,20-dione). As a reaction SMILES: [OH:1][C@:2]1([C@:23]2([CH3:24])[C@H:9]([C@H:10]3[C@H:20]([CH2:21][CH2:22]2)[C@:18]2([CH3:19])[C:13](=[CH:14][C:15](=[O:25])[CH2:16][CH2:17]2)[CH2:12][CH2:11]3)[CH2:8][CH2:7]1)[C:3](=[O:6])CO.[C:26]([O:31]CC(F)(F)F)(=O)[CH2:27][CH2:28][CH3:29].[CH2:37](C(C)=O)C>>[OH:1][C@:2]1([C@:23]2([CH3:24])[C@H:9]([C@H:10]3[C@H:20]([CH2:21][CH2:22]2)[C@:18]2([CH3:19])[C:13](=[CH:14][C:15](=[O:25])[CH2:16][CH2:17]2)[CH2:12][CH2:11]3)[CH2:8][CH2:7]1)[C:3](=[O:6])[CH2:37][C:26](=[O:31])[CH2:27][CH2:28][CH3:29]. Procedure details: A mixture of 1 g of 17α,21-dihydroxy-pregna-4-ene-3,20-dione and 10 ml of trifluoroethyl butanoate in 50 ml of methyl ethyl ketone was reacted at 45° C. in the presence of 5 g of Candida cylindracea lipase for 8-10 hours, adding at regular time intervals 1 g of lipase. After completion of the reaction, the lipase was filtered off, the filtrate was concentrated under vacuum, taking up the residue three times with solvent. The semi-solid residue was purified by chromatography on a silica gel colum... The reactants are C1CCOC1, CO, CN(C)C1(c2ccccc2Cl)C(=O)N(Cc2ccc([N+](=O)[O-])cc2)c2ccc(Cl)cc21, [Ni]. Yields the product CN(C)C1(c2ccccc2Cl)C(=O)N(Cc2ccc(N)cc2)c2ccc(Cl)cc21. As a reaction SMILES: [CH2:35]1[O:36][CH2:37][CH2:38][CH2:39]1.[CH3:32][OH:33].[Cl:1][c:2]1[cH:3][c:4]2[c:8]([cH:9][cH:10]1)[N:7]([CH2:11][c:12]1[cH:13][cH:14][c:15]([N+:18]([O-:19])=[O:20])[cH:16][cH:17]1)[C:6](=[O:21])[C:5]2([N:22]([CH3:23])[CH3:24])[c:25]1[c:26]([Cl:31])[cH:27][cH:28][cH:29][cH:30]1.[Ni:34]>>[Cl:1][c:2]1[cH:3][c:4]2[c:8]([cH:9][cH:10]1)[N:7]([CH2:11][c:12]1[cH:13][cH:14][c:15]([NH2:18])[cH:16][cH:17]1)[C:6](=[O:21])[C:5]2([N:22]([CH3:23])[CH3:24])[c:25]1[c:26]([Cl:31])[cH:27][cH:28][cH:29][cH:30]1. Reactants: CO, COCc1cnc2ccc(C#N)cn12, N. Yields the product COCc1cnc2ccc(CN)cn12. RXN SMILES: [CH3:16][OH:17].[CH3:1][O:2][CH2:3][c:4]1[cH:5][n:6][c:7]2[n:8]1[cH:9][c:10]([C:13]#[N:14])[cH:11][cH:12]2.[NH3:15]>>[CH3:1][O:2][CH2:3][c:4]1[cH:5][n:6][c:7]2[n:8]1[cH:9][c:10]([CH2:13][NH2:14])[cH:11][cH:12]2.